Dataset: the Open Reaction Database (ORD), a public repository of structured organic reaction records. Task: describe an organic reaction: reactants, conditions, products, and yield Reactants: BrC1=C2C(C(=O)NC2=O)=CC=C1 (3-bromophthalimide), C([O-])([O-])=O.[K+].[K+] (potassium carbonate), [I-].[K+] (potassium iodide), CI (methyl iodide), CN(C)C=O (DMF). Conditions: temperature 0 celsius, time 8 hour. Product: BrC=1C=C2C(N(C(C2=CC1)=O)C)=O (5-Bromo-2-methyl-isoindole-1,3-dione). RXN SMILES: [Br:1][C:2]1[CH:12]=[CH:11][CH:10]=[C:4]2C(NC(=O)[C:3]=12)=O.[C:13](=[O:16])([O-])[O-].[K+].[K+].[I-].[K+].CI.[CH3:23][N:24]([CH:26]=[O:27])C>>[Br:1][C:2]1[CH:3]=[C:4]2[C:10](=[CH:11][CH:12]=1)[C:26](=[O:27])[N:24]([CH3:23])[C:13]2=[O:16] |f:1.2.3,4.5|. Reported procedure: A mixture of 3-bromophthalimide (10.0 g, 44.2 mmol), potassium carbonate (12.2 g, 88.5 mmol) and potassium iodide (50 mg, 0.30 mmol) are stirred in 80 mL DMF for 15 min. The reaction mixture is cooled to 0° C., methyl iodide (3.04 mL, 48.7 mmol) is added and the reaction mixture is stirred overnight at RT. The reaction mixture is filtered, the solids are washed with DMF and the filtrate is poured in water. The mixture is extracted with ethyl acetate and the combined organic phases are washed sev...